From a dataset of the Open Reaction Database (ORD), a public repository of structured organic reaction records. describe an organic reaction: reactants, conditions, products, and yield Reactants: BrC1=C(C=C(C=C1)Br)[N+](=O)[O-] (2,5-dibromonitrobenzene), N1CCCC2=CC=CC=C12 (1,2,3,4-tetrahydroquinoline), N1=C(C=C(C=C1C)C)C (collidine). Solvent: CC1=C(C(=CC=C1)C)C (1,2,3-trimethylbenzene). Yields the product BrC1=CC(=C(C=C1)N1CCCC2=CC=CC=C12)[N+](=O)[O-] (1-(4-Bromo-2-nitrophenyl)-1,2,3,4-tetrahydroquinoline). The yield is 18.0%. Reaction SMILES: Br[C:2]1[CH:7]=[CH:6][C:5]([Br:8])=[CH:4][C:3]=1[N+:9]([O-:11])=[O:10].[NH:12]1[C:21]2[C:16](=[CH:17][CH:18]=[CH:19][CH:20]=2)[CH2:15][CH2:14][CH2:13]1.N1C(C)=CC(C)=CC=1C>CC1C=CC=C(C)C=1C>[Br:8][C:5]1[CH:6]=[CH:7][C:2]([N:12]2[C:21]3[C:16](=[CH:17][CH:18]=[CH:19][CH:20]=3)[CH2:15][CH2:14][CH2:13]2)=[C:3]([N+:9]([O-:11])=[O:10])[CH:4]=1. Reported procedure: A stirred mixture, under nitrogen, of 2,5-dibromonitrobenzene (140.5 g, 0.50 mole), 1,2,3,4-tetrahydroquinoline (133.2 g, 1.00 mole) and symmetrical collidine (121.2 g 1.00 mole) in 1,2,3-trimethylbenzene (500 ml) as solvents was heated at 160°-165° C. for 7 days. The mixture was cooled to room temperature, filtered, and the filtrate was concentrated in vacuo (100° C.). The residue was taken up in dichloromethane (1.5 1) and the solution was extracted three times with dilute hydrochloric acid, o...